This data is from the Open Reaction Database (ORD), a public repository of structured organic reaction records. The task is: describe an organic reaction: reactants, conditions, products, and yield The reactants are C(c1cc2ccc(cc2nc1)O)=O, CC1=CN=C(C=C1)N, [C-]#[N+]C1CCCCC1. The solvent is CC(C)O (isopropyl alcohol), CC(C)O (isopropylalcohol). Yield: 0.0%. The product is Cc1ccc2nc(c3cc4ccc(cc4nc3)O)c(NC3CCCCC3)n2c1. The reagents and catalysts are O=C(O)C(F)(F)F (trifluoroacetic acid). Run at temperature 22 celsius, time 20 hour. RXN SMILES: CC1=CC=C(N)N=C1.[C-]#[N+]C1CCCCC1.OC1=CC2=NC=C(C=O)C=C2C=C1>>CC1=CN2C(C=C1)=NC(=C2NC1CCCCC1)C1=CN=C2C=C(O)C=CC2=C1. Starting materials: [N+](=O)([O-])C1=CC=C(C=N1)N1CC(C1)O (1-(6-Nitropyridin-3-yl)azetidin-3-ol), C(C)O (ethanol). Reagents/catalysts: [Pd] (palladium on carbon). Solvent: CO (MeOH). Reaction conditions: time 24 hour. Yields the product NC1=CC=C(C=N1)N1CC(C1)O (1-(6-Aminopyridin-3-yl)azetidin-3-ol). The yield is 69.4%. Reaction SMILES: [N+:1]([C:4]1[N:9]=[CH:8][C:7]([N:10]2[CH2:13][CH:12]([OH:14])[CH2:11]2)=[CH:6][CH:5]=1)([O-])=O.C(O)C>[Pd].CO>[NH2:1][C:4]1[N:9]=[CH:8][C:7]([N:10]2[CH2:11][CH:12]([OH:14])[CH2:13]2)=[CH:6][CH:5]=1. Procedure details: A 500-mL Parr hydrogenation bottle was charged with 128a (1.9 g, 9.6 mmol), 10% palladium on carbon (50% wet, 570 mg dry weight) and ethanol (100 mL). The bottle was evacuated, charged with hydrogen gas to a pressure of 50 psi and shaken for 24 h on a Parr hydrogenation apparatus. The catalyst was removed by filtration through a pad of Celite 521 washing with 1:1 CH2Cl2:MeOH (500 mL). The resulting residue was purified by column chromatography eluting with a gradient of 100% DCM-100% 3:1 DCM:MeO... Reactants: CC1(C=2C=CC(=CC2C(=CC1)C1=CC=C(C=C1)C)C(=O)NC1=CC=C(C(=O)OCC)C=C1)C (ethyl 4[[(5,6-dihydro-5,5-dimethyl-8-(4-methylphenyl)-2-naphthalenyl)carbonyl]amino]-benzoate), CC1(C=2C=CC(=CC2C(=CC1)C1=CC=C(C=C1)C)C(=O)NC1=CC=C(C(=O)OCC)C=C1)C (ethyl 4[[(5,6-dihydro-5,5-dimethyl-8-(4-methylphenyl)-2-naphthalenyl)carbonyl]amino]-benzoate), [OH-].[Na+] (NaOH), aqueous solution. Run in CCO (EtOH), C1CCOC1 (THF). Run at time 72 hour. The product is CC1(C=2C=CC(=CC2C(=CC1)C1=CC=C(C=C1)C)C(=O)NC1=CC=C(C(=O)O)C=C1)C (4-[[(5,6-Dihydro-5,5-dimethyl-8-(4-methylphenyl)-2-naphthalenyl)carbonyl]amino]-benzoic acid). Reaction SMILES: [CH3:1][C:2]1([CH3:33])[CH2:11][CH:10]=[C:9]([C:12]2[CH:17]=[CH:16][C:15]([CH3:18])=[CH:14][CH:13]=2)[C:8]2[CH:7]=[C:6]([C:19]([NH:21][C:22]3[CH:32]=[CH:31][C:25]([C:26]([O:28]CC)=[O:27])=[CH:24][CH:23]=3)=[O:20])[CH:5]=[CH:4][C:3]1=2.[OH-].[Na+]>CCO.C1COCC1>[CH3:1][C:2]1([CH3:33])[CH2:11][CH:10]=[C:9]([C:12]2[CH:17]=[CH:16][C:15]([CH3:18])=[CH:14][CH:13]=2)[C:8]2[CH:7]=[C:6]([C:19]([NH:21][C:22]3[CH:23]=[CH:24][C:25]([C:26]([OH:28])=[O:27])=[CH:31][CH:32]=3)=[O:20])[CH:5]=[CH:4][C:3]1=2 |f:1.2|. Procedure: To a solution of 26.5 mg (0.06 mmol) ethyl 4[[(5,6-dihydro-5,5-dimethyl-8-(4-methylphenyl)-2-naphthalenyl)carbonyl]amino]-benzoate (Compound 35) in 3.0 ml EtOH and 4.0 ml of THF was added 240.1 mg NaOH (6.00 mmol, 3.0 ml of a 2M aqueous solution). After stirring at room temperature for 72 hours, the reaction was quenched by the addition of 10% HCl. Extraction with EtOAc, and drying of the organic layers over MgSO4, provided a solid after removal of the solvent under reduced pressure. Crystalliza... Reactants: ClCC=1SC=CC1 (2-(chloromethyl)thiophene), [I-].[K+] (potassium iodide), C([O-])([O-])=O.[K+].[K+] (potassium carbonate), Cl (hydrochloric acid), ClC=1C=C(C=C(C1)Cl)SC1=C(N=C(N1)COCC1=CC=C(C=C1)OC)C(C)C (5-(3,5-dichlorophenylthio)-4-isopropyl-2-(p-methoxybenzyloxymethyl)-1H-imidazole). The solvent is CN(C=O)C (dimethylformamide), C(C)O (ethanol), O (water). Reaction conditions: time 20 minute. Yields the product Cl.ClC=1C=C(C=C(C1)Cl)SC1=C(N=C(N1CC=1SC=CC1)CO)C(C)C (5-(3,5-dichlorophenylthio)-2-hydroxymethyl-4-isopropyl-1-(2-thienylmethyl)-1H-imidazole hydrochloride). Isolated yield 82.6%. RXN SMILES: [Cl:1][CH2:2][C:3]1[S:4][CH:5]=[CH:6][CH:7]=1.[I-].[K+].[Cl:10][C:11]1[CH:12]=[C:13]([S:18][C:19]2[NH:23][C:22]([CH2:24][O:25]CC3C=CC(OC)=CC=3)=[N:21][C:20]=2[CH:35]([CH3:37])[CH3:36])[CH:14]=[C:15]([Cl:17])[CH:16]=1.C(=O)([O-])[O-].[K+].[K+].Cl>O.C(O)C.CN(C)C=O>[ClH:1].[Cl:17][C:15]1[CH:14]=[C:13]([S:18][C:19]2[N:23]([CH2:2][C:3]3[S:4][CH:5]=[CH:6][CH:7]=3)[C:22]([CH2:24][OH:25])=[N:21][C:20]=2[CH:35]([CH3:37])[CH3:36])[CH:12]=[C:11]([Cl:10])[CH:16]=1 |f:1.2,4.5.6,11.12|. Procedure details: To dimethylformamide was added 67 mg of 2-(chloromethyl)thiophene and 152 mg of potassium iodide under ice-cooling, the mixture was allowed to warm up to room temperature and stirred for 20 minutes. Then, 200 mg of 5-(3,5-dichlorophenylthio)-4-isopropyl-2-(p-methoxybenzyloxymethyl)-1H-imidazole (101b)was added, followed by addition of 126 mg of potassium carbonate. Then, the mixture was warmed up to 50° C., and allowed to react for 6 hours. After completion of the reaction, the mixture was dilut... Starting materials: CNC1=C(C=CC=C1)S (2-(methylamino)-thiophenol), C(O)([O-])=O.[Na+] (sodium hydrogen carbonate), BrC(C(=O)Br)CCCCBr (2,6-dibromohexanoyl bromide). Reagents/catalysts: [Cl-].C(C)[N+](CC1=CC=CC=C1)(CC)CC (triethylbenzylammonium chloride). Solvent: C(Cl)(Cl)Cl (chloroform), C(Cl)(Cl)Cl (chloroform). Run at temperature 5 celsius. Product: BrCCCCC1SC2=C(N(C1=O)C)C=CC=C2 (2-(4-bromobutyl)-4-methyl-2H-1,4-benzothiazine-3(4H)-one). RXN SMILES: [CH3:1][NH:2][C:3]1[CH:8]=[CH:7][CH:6]=[CH:5][C:4]=1[SH:9].C(=O)([O-])O.[Na+].Br[CH:16]([CH2:20][CH2:21][CH2:22][CH2:23][Br:24])[C:17](Br)=[O:18]>[Cl-].C([N+](CC)(CC)CC1C=CC=CC=1)C.C(Cl)(Cl)Cl>[Br:24][CH2:23][CH2:22][CH2:21][CH2:20][CH:16]1[C:17](=[O:18])[N:2]([CH3:1])[C:3]2[CH:8]=[CH:7][CH:6]=[CH:5][C:4]=2[S:9]1 |f:1.2,4.5|. Procedure: 4.5 g (=0.032 m) of 2-(methylamino)-thiophenol, 6 g of triethylbenzylammonium chloride, and 11.20 g of sodium hydrogen carbonate were added to 120 ml of chloroform. The resulting suspension was cooled to 5° C., and then a solution of 10.88 g of 2,6-dibromohexanoyl bromide in 20 ml of chloroform was added dropwise so slowly that the temperature did not exceed 5° C. 20 minutes were required for the addition. The reaction mixture was then allowed to warm to room temperature and was subsequently hea... The reactants are C(C)(C)(C)OC(=O)NC(COC1=NOC2=C1C=C(C=C2)Cl)COC(=O)NN (3-(2-tert-butoxycarbonylamino-3-hydrazinocarbonyloxypropoxy)-5-chloro-1,2-benzoisoxazole). The solvent is CC(C)O (2-propanol), CC(C)O (2-propanol), Cl (hydrogen chloride). Yields the product Cl.NC(COC1=NOC2=C1C=C(C=C2)Cl)COC(=O)NN (3-(2-amino-3-hydrazinocarbonyloxypropoxy)-5-chloro-1,2-benzoisoxazole hydrochloride). RXN SMILES: C(OC([NH:8][CH:9]([CH2:22][O:23][C:24]([NH:26][NH2:27])=[O:25])[CH2:10][O:11][C:12]1[C:16]2[CH:17]=[C:18]([Cl:21])[CH:19]=[CH:20][C:15]=2[O:14][N:13]=1)=O)(C)(C)C>CC(O)C.Cl>[ClH:21].[NH2:8][CH:9]([CH2:22][O:23][C:24]([NH:26][NH2:27])=[O:25])[CH2:10][O:11][C:12]1[C:16]2[CH:17]=[C:18]([Cl:21])[CH:19]=[CH:20][C:15]=2[O:14][N:13]=1 |f:3.4|. Reported procedure: In 10 ml of 2-propanol is dissolved 3-(2-tert-butoxycarbonylamino-3-hydrazinocarbonyloxypropoxy)-5-chloro-1,2-benzoisoxazole, and 12.8 ml of a 2-propanol solution (7.5N) of hydrogen chloride is added thereto, after which they are subjected to reaction at 20°-25° C. for 1.5 hours. The solvent is removed from the reaction mixture by distillation under reduced pressure, and the crystals obtained are washed with 5 ml of ethyl acetate and then collected by filtration, to obtain 0.52 g of colorless, c... Starting materials: ClC1=NC2=CC(=C(C=C2C(N1)=O)OC)OC (2-chloro-6,7-dimethoxy-3H-quinazolin-4-one), N1(CCOCC1)C=1C2=C(N=CN1)CNCC2 (4-morpholin-4-yl-5,6,7,8-tetrahydro-pyrido[3,4-d]pyrimidine). The solvent is COC(C)O (methoxyethanol). Reaction conditions: temperature 100 celsius, time 18 hour. Product: COC=1C=C2C(NC(=NC2=CC1OC)N1CC=2N=CN=C(C2CC1)N1CCOCC1)=O (6,7-dimethoxy-2-(4-morpholin-4-yl-5,8-dihydro-6H-pyrido[3,4-d]pyrimidin-7-yl)-3H-quinazolin-4-one). The yield is 61.9%. RXN SMILES: Cl[C:2]1[NH:11][C:10](=[O:12])[C:9]2[C:4](=[CH:5][C:6]([O:15][CH3:16])=[C:7]([O:13][CH3:14])[CH:8]=2)[N:3]=1.[N:17]1([C:23]2[C:24]3[CH2:32][CH2:31][NH:30][CH2:29][C:25]=3[N:26]=[CH:27][N:28]=2)[CH2:22][CH2:21][O:20][CH2:19][CH2:18]1>COC(O)C>[CH3:14][O:13][C:7]1[CH:8]=[C:9]2[C:4](=[CH:5][C:6]=1[O:15][CH3:16])[N:3]=[C:2]([N:30]1[CH2:31][CH2:32][C:24]3[C:23]([N:17]4[CH2:18][CH2:19][O:20][CH2:21][CH2:22]4)=[N:28][CH:27]=[N:26][C:25]=3[CH2:29]1)[NH:11][C:10]2=[O:12]. Procedure: A mixture of 2-chloro-6,7-dimethoxy-3H-quinazolin-4-one 1b (0.28 g, 1.18 mmol) and 4-morpholin-4-yl-5,6,7,8-tetrahydro-pyrido[3,4-d]pyrimidine 6a (0.26 g, 1.20 mmol) in methoxyethanol (10 mL) was heated to 100° C. with stirring for 18 h. After cooling to room temperature, the precipitated solid was separated by filtration, washed with methoxyethanol and dried to give 0.31 g of 6,7-dimethoxy-2-(4-morpholin-4-yl-5,8-dihydro-6H-pyrido[3,4-d]pyrimidin-7-yl)-3H-quinazolin-4-one 201, mp. 287.7–290.4° ... The reactants are C1(=CC=CC=C1)C=1N=C(OC1C1=CC=CC=C1)C=1C(CCCC1)CC=1C=C(C=CC1)N ((±)-3-{[2-(4,5-diphenyloxazol-2-yl)-2-cyclohexen-1-yl]methyl}phenylamine), C1(=CC=CC=C1)S(=O)(=O)N=C=O (benzenesulfonylisocyanate). Solvent: C(Cl)Cl (methylene chloride). Conditions: time 1 hour. The product is C1(=CC=CC=C1)S(=O)(=O)NC(=O)NC1=CC(=CC=C1)CC1C(=CCCC1)C=1OC(=C(N1)C1=CC=CC=C1)C1=CC=CC=C1 ((±)-1-benzenesulfonyl-3-{3-{[2-(4,5-diphenyloxazol-2-yl)-2-cyclohexen-1-yl]methyl}phenyl}urea). Yield: 99.9%. As a reaction SMILES: [C:1]1([C:7]2[N:8]=[C:9]([C:18]3[CH:19]([CH2:24][C:25]4[CH:26]=[C:27]([NH2:31])[CH:28]=[CH:29][CH:30]=4)[CH2:20][CH2:21][CH2:22][CH:23]=3)[O:10][C:11]=2[C:12]2[CH:17]=[CH:16][CH:15]=[CH:14][CH:13]=2)[CH:6]=[CH:5][CH:4]=[CH:3][CH:2]=1.[C:32]1([S:38]([N:41]=[C:42]=[O:43])(=[O:40])=[O:39])[CH:37]=[CH:36][CH:35]=[CH:34][CH:33]=1>C(Cl)Cl>[C:32]1([S:38]([NH:41][C:42]([NH:31][C:27]2[CH:28]=[CH:29][CH:30]=[C:25]([CH2:24][CH:19]3[CH2:20][CH2:21][CH2:22][CH:23]=[C:18]3[C:9]3[O:10][C:11]([C:12]4[CH:17]=[CH:16][CH:15]=[CH:14][CH:13]=4)=[C:7]([C:1]4[CH:2]=[CH:3][CH:4]=[CH:5][CH:6]=4)[N:8]=3)[CH:26]=2)=[O:43])(=[O:39])=[O:40])[CH:33]=[CH:34][CH:35]=[CH:36][CH:37]=1. Procedure details: To a solution of (±)-3-{[2-(4,5-diphenyloxazol-2-yl)-2-cyclohexen-1-yl]methyl}phenylamine (110 mg, 0.27 mmol) in methylene chloride (3 ml) was added benzenesulfonylisocyanate (0.037 ml, 0.27 mmol) at 5° C., and the mixture was stirred at room temperature for 1 hour. The reaction mixture was evaporated, and the residue was purified by silica gel column chromatography (methylene chloride-MeOH, 30:1 elution) to give (±)-1-benzenesulfonyl-3-{3-{[2-(4,5-diphenyloxazol-2-yl)-2-cyclohexen-1-yl]methyl}p...